This data is from the Open Reaction Database (ORD), a public repository of structured organic reaction records. The task is: describe an organic reaction: reactants, conditions, products, and yield Reactants: CCCS(=O)(=O)N1CCC(=O)CC1, C1CCNCC1, CO, Cl, [Na+], N#C[Na], [OH-]. The product is CCCS(=O)(=O)N1CCC(C#N)(N2CCCCC2)CC1. As a reaction SMILES: [CH2:10]([CH2:11][CH3:12])[S:13](=[O:14])(=[O:15])[N:16]1[CH2:17][CH2:18][C:19](=[O:22])[CH2:20][CH2:21]1.[CH2:4]1[CH2:5][CH2:6][NH:7][CH2:8][CH2:9]1.[CH3:26][OH:27].[ClH:25].[Na+:24].[Na:1][C:2]#[N:3].[OH-:23]>>[C:2](#[N:3])[C:19]1([N:7]2[CH2:6][CH2:5][CH2:4][CH2:9][CH2:8]2)[CH2:18][CH2:17][N:16]([S:13]([CH2:10][CH2:11][CH3:12])(=[O:14])=[O:15])[CH2:21][CH2:20]1. Starting materials: N1CCCC1 (Pyrrolidine), CN1CCN(CC1)CC=1C=C(C(=O)NC=2C=C(C=CC2C)NC(=O)C2=CC(=NC=C2)Cl)C=CC1 (N-{3-[3-(4-methylpiperazin-1-ylmethyl)benzamido]-4-methylphenyl}-2-chloropyridine-4-carboxamide), CS(=O)C (DMSO), resultant solution. Solvent: O (water). Conditions: temperature 120 celsius. The product is CN1CCN(CC1)CC=1C=C(C(=O)NC=2C=C(C=CC2C)NC(=O)C2=CC(=NC=C2)N2CCCC2)C=CC1 (N-{3-[3-(4-methylpiperazin-1-ylmethyl)benzamido]-4-methylphenyl}-2-pyrrolidin-1-ylpyridine-4-carboxamide). The yield is 2.6%. As a reaction SMILES: [NH:1]1[CH2:5][CH2:4][CH2:3][CH2:2]1.[CH3:6][N:7]1[CH2:12][CH2:11][N:10]([CH2:13][C:14]2[CH:15]=[C:16]([CH:37]=[CH:38][CH:39]=2)[C:17]([NH:19][C:20]2[CH:21]=[C:22]([NH:27][C:28]([C:30]3[CH:35]=[CH:34][N:33]=[C:32](Cl)[CH:31]=3)=[O:29])[CH:23]=[CH:24][C:25]=2[CH3:26])=[O:18])[CH2:9][CH2:8]1.CS(C)=O>O>[CH3:6][N:7]1[CH2:12][CH2:11][N:10]([CH2:13][C:14]2[CH:15]=[C:16]([CH:37]=[CH:38][CH:39]=2)[C:17]([NH:19][C:20]2[CH:21]=[C:22]([NH:27][C:28]([C:30]3[CH:31]=[CH:32][N:33]=[C:34]([N:1]4[CH2:5][CH2:4][CH2:3][CH2:2]4)[CH:35]=3)=[O:29])[CH:23]=[CH:24][C:25]=2[CH3:26])=[O:18])[CH2:9][CH2:8]1. Reported procedure: Pyrrolidine (0.3 g) was added to a stirred mixture of N-{3-[3-(4-methylpiperazin-1-ylmethyl)benzamido]-4-methylphenyl}-2-chloropyridine-4-carboxamide (0.5 g) and DMSO (5 ml) and the mixture was stirred and heated to 120° C. for 16 hours. The resultant solution was cooled to ambient temperature and poured into water and extracted with methylene chloride. The organic phase was evaporated and the residue was purified by column chromatography on an isolute SCX ion exchange column using a 99:1 mixtur...